This data is from the Open Reaction Database (ORD), a public repository of structured organic reaction records. The task is: describe an organic reaction: reactants, conditions, products, and yield Reactants: NC1=NNC=C1 (3-aminopyrazole), O\C=C\1/C(NC2=CC=CC=C12)=O (Z-3-[(hydroxy)-methylene]-1,3-dihydro-indol-2-one), C(C)OC(=O)C=1C(=NNC1)N (3-amino-1H-pyrazole-4-carboxylic acid ethyl ester). Solvent: O1CCCC1 (tetrahydrofuran). Yields the product C(C)OC(=O)C=1C(=NNC1)NC=C1C(NC2=CC=CC=C12)=O (3-[(2-Oxo-1,2-dihydro-indol-3-ylidenemethyl)-amino]-1H-pyrazole-4-carboxylic acid ethyl ester). As a reaction SMILES: NC1C=CNN=1.O/[CH:8]=[C:9]1\[C:10](=[O:18])[NH:11][C:12]2[C:17]\1=[CH:16][CH:15]=[CH:14][CH:13]=2.[CH2:19]([O:21][C:22]([C:24]1[C:25]([NH2:29])=[N:26][NH:27][CH:28]=1)=[O:23])[CH3:20]>O1CCCC1>[CH2:19]([O:21][C:22]([C:24]1[C:25]([NH:29][CH:8]=[C:9]2[C:17]3[C:12](=[CH:13][CH:14]=[CH:15][CH:16]=3)[NH:11][C:10]2=[O:18])=[N:26][NH:27][CH:28]=1)=[O:23])[CH3:20]. Procedure details: The named compound is prepared by substituting 3-amino-1H-pyrazole-4-carboxylic acid ethyl ester for 3-aminopyrazole in the reaction of Example 1. Specifically, E & Z-3-[(hydroxy)-methylene]-1,3-dihydro-indol-2-one (0.100 gms.) is reacted with 0.2001 gms. of 3-amino-1H-pyrazole-4-carboxylic acid ethyl ester by refluxing in tetrahydrofuran (2.5 mL). The reactants are C(#N)C=1SC2=C(N1)C=CC(=C2)OC (2-Cyano-6-methoxybenzothiazole), CCOCC (ether), S(O)(O)(=O)=O (sulfuric acid), [H-].[Al+3].[Li+].[H-].[H-].[H-] (lithium aluminum hydride), [H-].[Al+3].[Li+].[H-].[H-].[H-] (Lithium aluminum hydride). Solvent: CC(C)O (2-propanol), C(C)(=O)OCC (ethyl acetate). Conditions: temperature -30 celsius, time 1 hour. The product is COC1=CC2=C(N=C(S2)C=O)C=C1 (6-Methoxybenzothiazole-2-aldehyde). Yield: 30.5%. Reaction SMILES: [C:1]([C:3]1[S:4][C:5]2[CH:11]=[C:10]([O:12][CH3:13])[CH:9]=[CH:8][C:6]=2[N:7]=1)#N.CC[O:16]CC.[H-].[Al+3].[Li+].[H-].[H-].[H-].S(=O)(=O)(O)O>C(OCC)(=O)C.CC(O)C>[CH3:13][O:12][C:10]1[CH:9]=[CH:8][C:6]2[N:7]=[C:3]([CH:1]=[O:16])[S:4][C:5]=2[CH:11]=1 |f:2.3.4.5.6.7|. Reported procedure: 2-Cyano-6-methoxybenzothiazole (10.0 g, 52.6 mmol) was suspended in a mixture of anhydrous ether (400 ml) and 2-propanol (36 ml). The suspension was cooled to about -30° C. by a dry-ice bath. Lithium aluminum hydride (7.0 g, 184.5 mmol) was added slowly while keeping the reaction temperature below -30° C. under argon atmosphere. The reaction mixture was stirred for 1 hr after the addition of lithium aluminum hydride and then poured slowly into a mixture of 2 N sulfuric acid (900 ml) and ethyl ac... Reactants: CC(C)(C)[Si](OCCCn1cc(C2=C(c3cccc4c3oc3ccccc34)C(=O)NC2=O)c2cccnc21)(c1ccccc1)c1ccccc1, CCCC[N+](CCCC)(CCCC)CCCC, C1CCOC1, [F-]. The product is O=C1NC(=O)C(c2cccc3c2oc2ccccc23)=C1c1cn(CCCO)c2ncccc12. Reaction SMILES: [C:19]([Si:20]([c:21]1[cH:22][cH:23][cH:57][cH:58][cH:59]1)([O:24][CH2:25][CH2:26][CH2:27][n:28]1[cH:29][c:30]([C:37]2=[C:41]([c:42]3[cH:43][cH:44][cH:45][c:46]4[c:47]3[o:48][c:49]3[c:50]4[cH:51][cH:52][cH:53][cH:54]3)[C:40](=[O:55])[NH:39][C:38]2=[O:56])[c:31]2[c:32]1[n:33][cH:34][cH:35][cH:36]2)[c:60]1[cH:61][cH:62][cH:63][cH:64][cH:65]1)([CH3:66])([CH3:67])[CH3:68].[CH2:2]([N+:3]([CH2:4][CH2:5][CH2:6][CH3:7])([CH2:8][CH2:9][CH2:10][CH3:11])[CH2:12][CH2:13][CH2:14][CH3:15])[CH2:16][CH2:17][CH3:18].[CH2:69]1[O:70][CH2:71][CH2:72][CH2:73]1.[F-:1]>>[OH:24][CH2:25][CH2:26][CH2:27][n:28]1[cH:29][c:30]([C:37]2=[C:41]([c:42]3[cH:43][cH:44][cH:45][c:46]4[c:47]3[o:48][c:49]3[c:50]4[cH:51][cH:52][cH:53][cH:54]3)[C:40](=[O:55])[NH:39][C:38]2=[O:56])[c:31]2[c:32]1[n:33][cH:34][cH:35][cH:36]2. The reactants are C(=O)C=1C=CC(=NC1)N(CCC1=CC=C(OC(C(=O)OCC)(C)C)C=C1)CC1=CC=C(C=C1)OC(F)(F)F (ethyl 2-[4-(2-{(5-formylpyridin-2-yl)[4-(trifluoromethoxy)benzyl]amino}ethyl)phenoxy]-2-methylpropanoate), [BH4-].[Na+] (sodium borohydride). The solvent is CO (methanol). Conditions: time 30 minute. Product: OCC=1C=CC(=NC1)N(CCC1=CC=C(OC(C(=O)OCC)(C)C)C=C1)CC1=CC=C(C=C1)OC(F)(F)F (ethyl 2-[4-(2-{[5-(hydroxymethyl)pyridin-2-yl][4-(trifluoromethoxy)benzyl]amino}ethyl)phenoxy]-2-methylpropanoate). Isolated yield 89.9%. RXN SMILES: [CH:1]([C:3]1[CH:4]=[CH:5][C:6]([N:9]([CH2:27][C:28]2[CH:33]=[CH:32][C:31]([O:34][C:35]([F:38])([F:37])[F:36])=[CH:30][CH:29]=2)[CH2:10][CH2:11][C:12]2[CH:26]=[CH:25][C:15]([O:16][C:17]([CH3:24])([CH3:23])[C:18]([O:20][CH2:21][CH3:22])=[O:19])=[CH:14][CH:13]=2)=[N:7][CH:8]=1)=[O:2].[BH4-].[Na+]>CO>[OH:2][CH2:1][C:3]1[CH:4]=[CH:5][C:6]([N:9]([CH2:27][C:28]2[CH:29]=[CH:30][C:31]([O:34][C:35]([F:38])([F:36])[F:37])=[CH:32][CH:33]=2)[CH2:10][CH2:11][C:12]2[CH:26]=[CH:25][C:15]([O:16][C:17]([CH3:23])([CH3:24])[C:18]([O:20][CH2:21][CH3:22])=[O:19])=[CH:14][CH:13]=2)=[N:7][CH:8]=1 |f:1.2|. Reported procedure: A solution of ethyl 2-[4-(2-{(5-formylpyridin-2-yl)[4-(trifluoromethoxy)benzyl]amino}ethyl)phenoxy]-2-methylpropanoate (500 mg; 0.94 mmol) in 7 ml of methanol was cooled in an ice bath and treated with sodium borohydride (65 mg; 1.7 mmol) in small portions. After 30 minutes, the reaction mixture was concentrated and the residue partitioned between ethyl acetate and saturated brine. The organic phase was washed with water and the combined aqueous phases reextracted with ethyl acetate. The combine... As a reaction SMILES: [Br:2][c:3]1[cH:4][c:5]([OH:12])[c:6]2[n:7]([cH:8]1)[cH:9][cH:10][n:11]2.[C:13](=[O:14])([O-:15])[O-:16].[CH2:19]([CH3:20])[Br:21].[CH3:22][CH2:23][O:24][C:25]([CH3:26])=[O:27].[CH3:28][CH2:29][CH2:30][CH2:31][CH2:32][CH2:33][CH3:34].[CH3:35][C:36](=[O:37])[CH3:38].[ClH:1].[Cs+:17].[Cs+:18].[O:39]=[CH:40][N:41]([CH3:42])[CH3:43]>>[Br:2][c:3]1[cH:4][c:5]([O:12][CH2:19][CH3:20])[c:6]2[n:7]([cH:8]1)[cH:9][cH:10][n:11]2. Reactants: Oc1cc(Br)cn2ccnc12, O=C([O-])[O-], CCBr, CCOC(C)=O, CCCCCCC, CC(C)=O, Cl, [Cs+], [Cs+], CN(C)C=O. The product is CCOc1cc(Br)cn2ccnc12. The reactants are N(=O)OCCC(C)C (isoamyl nitrite), NC1=CC(=CC=2NC(NC21)=O)C(F)(F)F (4-Amino-6-(trifluoromethyl)-1,3-dihydro-2H-benzimidazol-2-one), [I-].[Cs+] (CsI), II (I2). The reagents and catalysts are [Cu]I (CuI). The solvent is Heterocycles, C(Cl)Cl (DCM). Run at temperature 60 celsius, time 3 hour. The product is IC1=CC(=CC=2NC(NC21)=O)C(F)(F)F (4-Iodo-6-(trifluoromethyl)-1,3-dihydro-2H-benzimidazol-2-one). Reaction SMILES: N[C:2]1[C:10]2[NH:9][C:8](=[O:11])[NH:7][C:6]=2[CH:5]=[C:4]([C:12]([F:15])([F:14])[F:13])[CH:3]=1.[I-:16].[Cs+].II.N(OCCC(C)C)=O>C(Cl)Cl.[Cu]I>[I:16][C:2]1[C:10]2[NH:9][C:8](=[O:11])[NH:7][C:6]=2[CH:5]=[C:4]([C:12]([F:15])([F:14])[F:13])[CH:3]=1 |f:1.2|. Procedure details: (Analogous to the procedure described in Heterocycles, 2001, 55, 461-464). To a solution of 4-amino-6-(trifluoromethyl)-1,3-dihydro-2H-benzimidazol-2-one from step (a) above (0.76 g, 3.5 mmol) in 20 mL of DCM was added CsI (0.91 g, 3.5 mmol), I2 (0.44 g, 1.75 mmol), and CuI (0.2 g, 1.06 mmol). To the mixture was added isoamyl nitrite (2.8 mL, Aldrich) and the reaction mixture was heated at 60° C. with stirring for 3 h. The reaction mixture was cooled to room temperature, filtered, and the filtra... RXN SMILES: [F:1][C:2]1[CH:3]=[C:4]([C:9]2([OH:14])[CH2:13][CH2:12][NH:11][CH2:10]2)[CH:5]=[C:6]([F:8])[CH:7]=1.C(=O)([O-])[O-].[Na+].[Na+].I[CH2:22][CH2:23][CH3:24].C(O)(=O)/C=C/C(O)=O>C(#N)C>[F:1][C:2]1[CH:3]=[C:4]([C:9]2([OH:14])[CH2:13][CH2:12][N:11]([CH2:22][CH2:23][CH3:24])[CH2:10]2)[CH:5]=[C:6]([F:8])[CH:7]=1 |f:1.2.3|. Procedure: Preparation according to Example 8: 3-(3,5-difluorophenyl)pyrrolidin-3-ol (0.54 g, 2.7 mmol), acetonitrile (30 mL), sodium carbonate (0.38 g, 6.75 mmol), iodopropane (0.26 mL, 2.7 mmol). Yield: 0.22 g. The amine was converted to the fumaric acid salt: M.p. 136-137° C.; MS m/z (relative intensity, 70 eV) 241 (M+, 8), 213 (13), 212 (bp), 182 (34), 84 (60). The product is FC=1C=C(C=C(C1)F)C1(CN(CC1)CCC)O (3-(3,5-DIFLUOROPHENYL)-1-PROPYLPYRROLIDIN-3-OL). Starting materials: FC=1C=C(C=C(C1)F)C1(CNCC1)O (3-(3,5-difluorophenyl)pyrrolidin-3-ol), C(\C=C\C(=O)O)(=O)O (fumaric acid), amine, ( 60 ), ( 34 ), C([O-])([O-])=O.[Na+].[Na+] (sodium carbonate), ICCC (iodopropane), ( 13 ). Run in C(C)#N (acetonitrile).